Dataset: the Open Reaction Database (ORD), a public repository of structured organic reaction records. Task: describe an organic reaction: reactants, conditions, products, and yield Reactants: [Cl-], Clc1cc(Cl)ncn1, OC1CCCCC1Cl, [H-], [NH4+], [Na+], C1CCOC1. The product is Clc1cc(OC2CCCCC2Cl)ncn1. As a reaction SMILES: [Cl-:19].[Cl:11][c:12]1[n:13][cH:14][n:15][c:16]([Cl:18])[cH:17]1.[Cl:3][CH:4]1[CH:5]([OH:10])[CH2:6][CH2:7][CH2:8][CH2:9]1.[H-:1].[NH4+:20].[Na+:2].[O:21]1[CH2:22][CH2:23][CH2:24][CH2:25]1>>[Cl:3][CH:4]1[CH:5]([O:10][c:16]2[n:15][cH:14][n:13][c:12]([Cl:11])[cH:17]2)[CH2:6][CH2:7][CH2:8][CH2:9]1. Reactants: OC(Cc1ccc(F)c(Oc2ccccc2)c1)C(F)=C(c1ccc(Cl)cc1)C1CC1, [H-], [Na+], C1CCOC1, Cc1ccc(S(=O)(=O)Cl)cc1. Yields the product FC(C=Cc1ccc(F)c(Oc2ccccc2)c1)=C(c1ccc(Cl)cc1)C1CC1. Reaction SMILES: [Cl:3][c:4]1[cH:5][cH:6][c:7]([C:10](=[C:11]([CH:12]([CH2:13][c:14]2[cH:15][c:16]([O:21][c:22]3[cH:23][cH:24][cH:25][cH:26][cH:27]3)[c:17]([F:20])[cH:18][cH:19]2)[OH:28])[F:29])[CH:30]2[CH2:31][CH2:32]2)[cH:8][cH:9]1.[H-:1].[Na+:2].[O:44]1[CH2:45][CH2:46][CH2:47][CH2:48]1.[c:33]1([CH3:34])[cH:35][cH:36][c:37]([S:38]([Cl:39])(=[O:40])=[O:41])[cH:42][cH:43]1>>[Cl:3][c:4]1[cH:5][cH:6][c:7]([C:10](=[C:11]([CH:12]=[CH:13][c:14]2[cH:15][c:16]([O:21][c:22]3[cH:23][cH:24][cH:25][cH:26][cH:27]3)[c:17]([F:20])[cH:18][cH:19]2)[F:29])[CH:30]2[CH2:31][CH2:32]2)[cH:8][cH:9]1. The reactants are CN(C=O)C (dimethylformamide), solution, BrC1=CC=C2C(=CN(C2=C1)C)C(C(=O)NS(=O)(=O)C1=C(C=C(C=C1)C)OC)C1=CC2=C(OCO2)C(=C1)OC (6-bromo-3-{1-(7-methoxy-1,3-benzodioxol-5-yl)-2-[(2-methoxy-4-methylphenyl)sulfonamido]-2-oxoethyl}-1-methyl-1H-indole). The solvent is CCCCCC (hexane), O1CCCC1 (tetrahydrofuran). Reaction conditions: temperature 0 celsius, time 30 minute. Product: C(=O)C1=CC=C2C(=CN(C2=C1)C)C(C(=O)NS(=O)(=O)C1=C(C=C(C=C1)C)OC)C1=CC2=C(OCO2)C(=C1)OC (6-Formyl-3-{1-(7-methoxy-1,3-benzodioxol-5-yl)-2-[(2-methoxy-4-methylphenyl)sulfonamido]-2-oxoethyl}-1-methyl-1H-indole). RXN SMILES: Br[C:2]1[CH:10]=[C:9]2[C:5]([C:6]([CH:12]([C:28]3[CH:36]=[C:35]([O:37][CH3:38])[C:31]4[O:32][CH2:33][O:34][C:30]=4[CH:29]=3)[C:13]([NH:15][S:16]([C:19]3[CH:24]=[CH:23][C:22]([CH3:25])=[CH:21][C:20]=3[O:26][CH3:27])(=[O:18])=[O:17])=[O:14])=[CH:7][N:8]2[CH3:11])=[CH:4][CH:3]=1.CN(C)[CH:41]=[O:42]>CCCCCC.O1CCCC1>[CH:41]([C:2]1[CH:10]=[C:9]2[C:5]([C:6]([CH:12]([C:28]3[CH:36]=[C:35]([O:37][CH3:38])[C:31]4[O:32][CH2:33][O:34][C:30]=4[CH:29]=3)[C:13]([NH:15][S:16]([C:19]3[CH:24]=[CH:23][C:22]([CH3:25])=[CH:21][C:20]=3[O:26][CH3:27])(=[O:18])=[O:17])=[O:14])=[CH:7][N:8]2[CH3:11])=[CH:4][CH:3]=1)=[O:42]. Procedure details: Butylithium (0.8 ml of 2.5M solution in hexane) was added to a stirred solution of 6-bromo-3-{1-(7-methoxy-1,3-benzodioxol-5-yl)-2-[(2-methoxy-4-methylphenyl)sulfonamido]-2-oxoethyl}-1-methyl-1H-indole (from Example 92, 400 mg, 0.67 mmol) in anhydrous tetrahydrofuran at -75° C. under a nitrogen atmosphere. After 30 minutes dimethylformamide (0.15 ml) was added to the orange solution, and after a further 30 minutes the mixture was allowed to warm at 0° C. before quenching with excess 1N hydrochlo... Reactants: BrCCC (1-Bromopropane), C1(CCCCN1)=O (delta-valerolactam), C(CCC)[Li] (n-butyllithium), C(CCC)[Li] (n-butyllithium), O (water). Run in CCCCCC (hexane), O1CCCC1 (tetrahydrofuran). Reaction conditions: time 1 hour. Product: C(CC)C1C(=O)NCCC1 (α-propylvalerolactam). Isolated yield 88.0%. As a reaction SMILES: [C:1]1(=[O:7])[NH:6][CH2:5][CH2:4][CH2:3][CH2:2]1.[CH2:8]([Li])[CH2:9][CH2:10]C.BrCCC.O>O1CCCC1.CCCCCC>[CH2:8]([CH:2]1[CH2:3][CH2:4][CH2:5][NH:6][C:1]1=[O:7])[CH2:9][CH3:10]. Procedure: To delta-valerolactam (10 g) dissolved in 80 ml of dry tetrahydrofuran, under a dry nitrogen atmosphere was deopwise added n-butyllithium (1.6 M, 125 ml) in hexane while the reaction mixture was chilled in a dry ice-acetone bath. After all the n-butyllithium was added, the reaction mixture was stirred at room temperature for one hour, refluxed for thirty minutes, and cooled to room temperature. 1-Bromopropane (12.3 g) was slowly added to the reaction mixture while the mixture was chilled in an i... The reactants are CCO, O=C1CCC(N2C(=O)c3ccccc3C2=O)c2c(F)ccc([N+](=O)[O-])c21, C1COCCO1. The product is Nc1ccc(F)c2c1C(=O)CCC2N1C(=O)c2ccccc2C1=O. As a reaction SMILES: [CH3:33][CH2:34][OH:35].[F:1][c:2]1[c:3]2[c:8]([c:9]([N+:12]([O-:13])=[O:14])[cH:10][cH:11]1)[C:7](=[O:15])[CH2:6][CH2:5][CH:4]2[N:16]1[C:17](=[O:26])[c:18]2[cH:19][cH:20][cH:21][cH:22][c:23]2[C:24]1=[O:25].[O:27]1[CH2:28][CH2:29][O:30][CH2:31][CH2:32]1>>[F:1][c:2]1[c:3]2[c:8]([c:9]([NH2:12])[cH:10][cH:11]1)[C:7](=[O:15])[CH2:6][CH2:5][CH:4]2[N:16]1[C:17](=[O:26])[c:18]2[cH:19][cH:20][cH:21][cH:22][c:23]2[C:24]1=[O:25]. The reactants are CC1(OCCO1)C1=CC=C(O1)CN1N=CC(=C1)N (1-[5-(2-methyl-[1,3]dioxolan-2-yl)-furan-2-ylmethyl]-1H-pyrazol-4-ylamine), CC=1OC(=C(N1)C(=O)O)C1=C(C=CC=C1)C (2-methyl-5-o-tolyl-oxazole-4-carboxylic acid). Yields the product C(C)(=O)C1=CC=C(O1)CN1N=CC(=C1)NC(=O)C=1N=C(OC1C1=C(C=CC=C1)C)C (2-Methyl-5-o-tolyl-oxazole-4-carboxylic acid [1-(5-acetyl-furan-2-ylmethyl)-1H-pyrazol-4-yl]-amide). Reaction SMILES: [CH3:1][C:2]1([C:7]2[O:11][C:10]([CH2:12][N:13]3[CH:17]=[C:16]([NH2:18])[CH:15]=[N:14]3)=[CH:9][CH:8]=2)[O:6]CCO1.[CH3:19][C:20]1[O:21][C:22]([C:28]2[CH:33]=[CH:32][CH:31]=[CH:30][C:29]=2[CH3:34])=[C:23]([C:25](O)=[O:26])[N:24]=1>>[C:2]([C:7]1[O:11][C:10]([CH2:12][N:13]2[CH:17]=[C:16]([NH:18][C:25]([C:23]3[N:24]=[C:20]([CH3:19])[O:21][C:22]=3[C:28]3[CH:33]=[CH:32][CH:31]=[CH:30][C:29]=3[CH3:34])=[O:26])[CH:15]=[N:14]2)=[CH:9][CH:8]=1)(=[O:6])[CH3:1]. Procedure: Following general procedure B followed by either C or D, starting from 1-[5-(2-methyl-[1,3]dioxolan-2-yl)-furan-2-ylmethyl]-1H-pyrazol-4-ylamine and 2-methyl-5-o-tolyl-oxazole-4-carboxylic acid. Reactants: [Si](C)(C)(C(C)(C)C)OC\C=N\[S@@](=O)C(C)(C)C ((S,E)-N-(2-(tert-butyldimethylsilyloxy)ethylidene)-2-methylpropane-2-sulfinamide), C(CCC)[Li] (n-butyl lithium), BrC=1C(=NC=C(C1)F)OC (3-bromo-5-fluoro-2-methoxypyridine), C(=O)(O)[O-].[Na+] (NaHCO3). Run in C1(=CC=CC=C1)C (toluene), C1(=CC=CC=C1)C (toluene), C1(=CC=CC=C1)C (toluene), [Cl-].[Na+].O (brine), CCOC(=O)C (EtOAc). Run at temperature -78 celsius, time 1 hour. Yields the product [Si](C)(C)(C(C)(C)C)OC[C@H](C=1C(=NC=C(C1)F)OC)N[S@@](=O)C(C)(C)C ((S)-N-((S)-2-(tert-butyldimethylsilyloxy)-1-(5-fluoro-2-methoxypyridin-3-yl)ethyl)-2-methylpropane-2-sulfinamide). The yield is 24.0%. RXN SMILES: C([Li])CCC.Br[C:7]1[C:8]([O:14][CH3:15])=[N:9][CH:10]=[C:11]([F:13])[CH:12]=1.[Si:16]([O:23][CH2:24]/[CH:25]=[N:26]/[S@:27]([C:29]([CH3:32])([CH3:31])[CH3:30])=[O:28])([C:19]([CH3:22])([CH3:21])[CH3:20])([CH3:18])[CH3:17].C([O-])(O)=O.[Na+]>C1(C)C=CC=CC=1.[Cl-].[Na+].O.CCOC(C)=O>[Si:16]([O:23][CH2:24][C@@H:25]([NH:26][S@:27]([C:29]([CH3:32])([CH3:31])[CH3:30])=[O:28])[C:7]1[C:8]([O:14][CH3:15])=[N:9][CH:10]=[C:11]([F:13])[CH:12]=1)([C:19]([CH3:22])([CH3:21])[CH3:20])([CH3:18])[CH3:17] |f:3.4,6.7.8|. Procedure details: To a solution of n-butyl lithium (10.8 mL, 17.3 mmol, 1.6 M in hexanes) in toluene (100 mL) at −78° C. was added a solution of 3-bromo-5-fluoro-2-methoxypyridine (3.27 g, 15.9 mmol) in toluene (5 mL) dropwise, maintaining the internal temperature below −70° C. The mixture was stirred at −78° C. for 1 hour, then treated with a solution of (S,E)-N-(2-(tert-butyldimethylsilyloxy)ethylidene)-2-methylpropane-2-sulfinamide (4.0 g, 14.4 mmol) in toluene (10 mL) dropwise, maintaining the internal temper...